The task is: describe an organic reaction: reactants, conditions, products, and yield. This data is from the Open Reaction Database (ORD), a public repository of structured organic reaction records. Reactants: CN1N(C(C=2C(=NC(=CC21)C)C)=O)C (1,2,4,6-tetramethyl-1H,2H,3H-pyrazolo[4,3-c]pyridin-3-one), C1CC(=O)N(C1=O)Br (NBS), OS(=O)(=O)O (H2SO4), [OH-].[Na+] (sodium hydroxide). Solvent: O (water). Run at time 18 hour. Product: BrC=1C2=C(C(=NC1C)C)C(N(N2C)C)=O (7-bromo-1,2,4,6-tetramethyl-1H,2H,3H-pyrazolo[4,3-c]pyridin-3-one). RXN SMILES: [CH3:1][N:2]1[C:10]2[CH:9]=[C:8]([CH3:11])[N:7]=[C:6]([CH3:12])[C:5]=2[C:4](=[O:13])[N:3]1[CH3:14].C1C(=O)N([Br:22])C(=O)C1.OS(O)(=O)=O.[OH-].[Na+]>O>[Br:22][C:9]1[C:10]2[N:2]([CH3:1])[N:3]([CH3:14])[C:4](=[O:13])[C:5]=2[C:6]([CH3:12])=[N:7][C:8]=1[CH3:11] |f:3.4|. Reported procedure: A mixture of 1,2,4,6-tetramethyl-1H,2H,3H-pyrazolo[4,3-c]pyridin-3-one (0.33 g, 1.7 mmol), NBS (0.34 g, 1.9 mmol) and conc. H2SO4 (8 ml) is stirred at RT for 18 h. The mixture is poured onto ice-water. The water phase is made basic with an aqueous solution of sodium hydroxide (1 mol/l) and extracted with DCM. The combined organic layers are dried over MgSO4 and concentrated in vacuo. 7-bromo-1,2,4,6-tetramethyl-1H,2H,3H-pyrazolo[4,3-c]pyridin-3-one is used without further purification. Yield: 0.... Starting materials: CC(=O)C (acetone), C(C)(=O)N1[C@@H]([C@H]([C@@H](C=2C=CN3C(C12)=NC(=C3Br)C)OCCOC)OC(C(C)(C)C)=O)C3=CC=CC=C3 ((7R,8R,9R)-10-acetyl-3-bromo-7-(2-methoxyethoxy)-2-methyl-9-phenyl-8-pivaloyloxy-7,8,9,10-tetrahydroimidazo[1,2-h][1,7]naphthyridine), [OH-].[K+] (potassium hydroxide), O.NN (hydrazine hydrate). RXN SMILES: C([N:4]1[C:13]2[C:12]3=[N:14][C:15]([CH3:18])=[C:16]([Br:17])[N:11]3[CH:10]=[CH:9][C:8]=2[C@@H:7]([O:19][CH2:20][CH2:21][O:22][CH3:23])[C@H:6]([O:24]C(=O)C(C)(C)C)[C@H:5]1[C:31]1[CH:36]=[CH:35][CH:34]=[CH:33][CH:32]=1)(=O)C.[OH-].[K+].O.NN.CC(C)=O>CO>[Br:17][C:16]1[N:11]2[CH:10]=[CH:9][C:8]3[C@@H:7]([O:19][CH2:20][CH2:21][O:22][CH3:23])[C@H:6]([OH:24])[C@@H:5]([C:31]4[CH:36]=[CH:35][CH:34]=[CH:33][CH:32]=4)[NH:4][C:13]=3[C:12]2=[N:14][C:15]=1[CH3:18] |f:1.2,3.4|. Run at temperature 60 celsius, time 4 hour. The solvent is CO (methanol). Procedure: A suspension of 3.30 g (5.90 mmol) (7R,8R,9R)-10-acetyl-3-bromo-7-(2-methoxyethoxy)-2-methyl-9-phenyl-8-pivaloyloxy-7,8,9,10-tetrahydroimidazo[1,2-h][1,7]naphthyridine, 1.00 ml (6.00 mmol) aqueous potassium hydroxide (6 N) and 2.00 ml (51.40 mmol) hydrazine hydrate in methanol is stirred at 60° C. for 4 h. The methanol is removed in vacuo and the reaction mixture is diluted with water. Subsequently the mixture is extracted twice with dichloromethane. The combined organic layers are washed with b... Isolated yield 58.8%. Yields the product BrC1=C(N=C2N1C=CC=1[C@H]([C@@H]([C@H](NC21)C2=CC=CC=C2)O)OCCOC)C ((7R,8R,9R)-3-Bromo-8-hydroxy-7-(2-methoxyethoxy)-2-methyl-9-phenyl-7,8,9,10-tetrahydroimidazo[1,2-h][1,7]naphthyridine). Reactants: OCCS(=O)(=O)C=1C=C(C=C(C1OCCC)OCC1=CC=CC=C1)[C@@H]1O[C@H](CC1)C1=CC(=C(C(=C1)OC)OC)OC (trans-2-[3-(2-hydroxyethylsulfonyl)-4-n-propoxy-5-benzyloxyphenyl]-5-(3,4,5-trimethoxyphenyl)tetrahydrofuran). The reagents and catalysts are [Pd] (palladium-on-charcoal). Run in C(C)(=O)OCC (ethyl acetate). Product: OCCS(=O)(=O)C=1C=C(C=C(C1OCCC)O)[C@@H]1O[C@H](CC1)C1=CC(=C(C(=C1)OC)OC)OC (trans-2-[3-(2-Hydroxyethylsulfonyl)-4-n-propoxy-5-hydroxyphenyl]-5-(3,4,5-trimethoxyphenyl)tetrahydrofuran). Reaction SMILES: [OH:1][CH2:2][CH2:3][S:4]([C:7]1[CH:8]=[C:9]([C@H:25]2[CH2:29][CH2:28][C@H:27]([C:30]3[CH:35]=[C:34]([O:36][CH3:37])[C:33]([O:38][CH3:39])=[C:32]([O:40][CH3:41])[CH:31]=3)[O:26]2)[CH:10]=[C:11]([O:17]CC2C=CC=CC=2)[C:12]=1[O:13][CH2:14][CH2:15][CH3:16])(=[O:6])=[O:5]>C(OCC)(=O)C.[Pd]>[OH:1][CH2:2][CH2:3][S:4]([C:7]1[CH:8]=[C:9]([C@H:25]2[CH2:29][CH2:28][C@H:27]([C:30]3[CH:31]=[C:32]([O:40][CH3:41])[C:33]([O:38][CH3:39])=[C:34]([O:36][CH3:37])[CH:35]=3)[O:26]2)[CH:10]=[C:11]([OH:17])[C:12]=1[O:13][CH2:14][CH2:15][CH3:16])(=[O:5])=[O:6]. Procedure: A solution of trans-2-[3-(2-hydroxyethylsulfonyl)-4-n-propoxy-5-benzyloxyphenyl]-5-(3,4,5-trimethoxyphenyl)tetrahydrofuran (440 mg) in ethyl acetate (6 mL) was hydrogenated over 10% palladium-on-charcoal (120 mg) at 45 psi for 1 h. The catalyst was filtered off and washed with ethyl acetate. The combined filtrates were evaporated to give the title compound: Rf 0.1 (hexane-ethyl acetate; 1:1, v/v); NMR (CDCl3) δ 1.07 (t, CH2CH2CH3), 3.60 (q, SO2CH2), 3.95 (q, SO2CH2CH2), 3.84 (s, OCH3), 3.88 (s, ...